From a dataset of the Open Reaction Database (ORD), a public repository of structured organic reaction records. describe an organic reaction: reactants, conditions, products, and yield Starting materials: Cc1ccc(O)cc1, Cc1ccccc1, CC(C)N(C(=O)CC(O)c1ccccc1)C(C)C, [Na+], [OH-]. Product: Cc1ccc(O)c(C(CC(=O)N(C(C)C)C(C)C)c2ccccc2)c1. Reaction SMILES: [CH3:19][c:20]1[cH:21][cH:22][c:23]([OH:24])[cH:25][cH:26]1.[CH3:29][c:30]1[cH:31][cH:32][cH:33][cH:34][cH:35]1.[CH:1]([CH3:2])([CH3:3])[N:4]([C:5]([CH2:6][CH:7]([OH:8])[c:9]1[cH:10][cH:11][cH:12][cH:13][cH:14]1)=[O:15])[CH:16]([CH3:17])[CH3:18].[Na+:28].[OH-:27]>>[CH:1]([CH3:2])([CH3:3])[N:4]([C:5]([CH2:6][CH:7]([c:9]1[cH:10][cH:11][cH:12][cH:13][cH:14]1)[c:22]1[cH:21][c:20]([CH3:19])[cH:26][cH:25][c:23]1[OH:24])=[O:15])[CH:16]([CH3:17])[CH3:18]. Reactants: CC1(C)CCNCC1, CCN(C(C)C)C(C)C, Cl, CC(C)(CC(=O)Cl)N=[N+]=[N-]. Yields the product CC1(C)CCN(C(=O)CC(C)(C)N=[N+]=[N-])CC1. As a reaction SMILES: [CH3:1][C:2]1([CH3:8])[CH2:3][CH2:4][NH:5][CH2:6][CH2:7]1.[CH:9]([N:10]([CH2:11][CH3:12])[CH:13]([CH3:14])[CH3:15])([CH3:16])[CH3:17].[ClH:28].[N:18](=[N+:19]=[N-:20])[C:21]([CH2:22][C:23](=[O:24])[Cl:25])([CH3:26])[CH3:27]>>[CH3:1][C:2]1([CH3:8])[CH2:3][CH2:4][N:5]([C:23]([CH2:22][C:21]([N:18]=[N+:19]=[N-:20])([CH3:26])[CH3:27])=[O:24])[CH2:6][CH2:7]1. Starting materials: CCO, COc1ccccc1S, COC(=O)C(Cl)C(=O)OC, [K+], [OH-]. Yields the product COC(=O)C(Sc1ccccc1OC)C(=O)OC. RXN SMILES: [CH3:22][CH2:23][OH:24].[CH3:3][O:4][c:5]1[c:6]([SH:11])[cH:7][cH:8][cH:9][cH:10]1.[Cl:12][CH:13]([C:14](=[O:15])[O:16][CH3:17])[C:18](=[O:19])[O:20][CH3:21].[K+:2].[OH-:1]>>[CH3:3][O:4][c:5]1[c:6]([S:11][CH:13]([C:14](=[O:15])[O:16][CH3:17])[C:18](=[O:19])[O:20][CH3:21])[cH:7][cH:8][cH:9][cH:10]1. The reactants are Example 8 ( a ), C[C@H](CO)CC1=CC=CC=C1 ((S)-2-methyl-3-phenylpropanol), S(=O)(Cl)Cl (thionyl chloride). Yields the product C[C@H](CCl)CC1=CC=CC=C1 ((S)-2-Methyl-3-phenylpropyl chloride). RXN SMILES: [CH3:1][C@@H:2]([CH2:5][C:6]1[CH:11]=[CH:10][CH:9]=[CH:8][CH:7]=1)[CH2:3]O.S(Cl)([Cl:14])=O>>[CH3:1][C@@H:2]([CH2:5][C:6]1[CH:11]=[CH:10][CH:9]=[CH:8][CH:7]=1)[CH2:3][Cl:14]. Procedure details: In accordance with the general procedure described in Example 8 (a), 22.5 g (0.15 mol) of (S)-2-methyl-3-phenylpropanol are reacted with 20.2 g (0.17 mol) of thionyl chloride, and the crude product is distilled under a high vacuum (18 torr) to give (b) (b.p. 110°-112° C.) as a colourless oil. Product: CCOC(=O)c1cc(NS(=O)(=O)CCCCCl)c2[nH]cc(CC)c2c1. The reactants are CN(C)c1ccncc1, CCOC(C)=O, O=S(=O)(Cl)CCCCCl, ClCCl, CCOC(=O)c1cc(N)c2[nH]cc(CC)c2c1, c1ccncc1. Reaction SMILES: [CH3:36][N:37]([c:38]1[cH:39][cH:40][n:41][cH:42][cH:43]1)[CH3:44].[CH3:45][CH2:46][O:47][C:48]([CH3:49])=[O:50].[Cl:24][CH2:25][CH2:26][CH2:27][CH2:28][S:29](=[O:30])(=[O:31])[Cl:32].[Cl:33][CH2:34][Cl:35].[NH2:1][c:2]1[cH:3][c:4]([C:13](=[O:14])[O:15][CH2:16][CH3:17])[cH:5][c:6]2[c:7]([CH2:11][CH3:12])[cH:8][nH:9][c:10]12.[cH:18]1[cH:19][cH:20][n:21][cH:22][cH:23]1>>[NH:1]([c:2]1[cH:3][c:4]([C:13](=[O:14])[O:15][CH2:16][CH3:17])[cH:5][c:6]2[c:7]([CH2:11][CH3:12])[cH:8][nH:9][c:10]12)[S:29]([CH2:28][CH2:27][CH2:26][CH2:25][Cl:24])(=[O:30])=[O:31]. The reactants are CN(C)C1(Sc2ccc(Br)cc2)CN(C(=O)OC(C)(C)C)CCc2ccccc21, O=C([O-])c1ccccc1C(=O)O[O-], CO, ClCCl, [Mg+2], [Na+], [Na+], O, O, O, O, O, O, O, O=S([O-])[O-]. Product: CN(C)C1(S(=O)(=O)c2ccc(Br)cc2)CN(C(=O)OC(C)(C)C)CCc2ccccc21. As a reaction SMILES: [C:1]([CH3:2])([CH3:3])([CH3:4])[O:5][C:6](=[O:7])[N:8]1[CH2:9][CH2:10][c:11]2[c:12]([cH:26][cH:27][cH:28][cH:29]2)[C:13]([N:15]([CH3:16])[CH3:17])([S:18][c:19]2[cH:20][cH:21][c:22]([Br:25])[cH:23][cH:24]2)[CH2:14]1.[C:36]([O:37][O-:38])(=[O:39])[c:40]1[c:41]([C:46]([O-:47])=[O:48])[cH:42][cH:43][cH:44][cH:45]1.[CH3:60][OH:61].[Cl:57][CH2:58][Cl:59].[Mg+2:49].[Na+:54].[Na+:55].[OH2:30].[OH2:31].[OH2:32].[OH2:33].[OH2:34].[OH2:35].[OH2:56].[S:50]([O-:51])([O-:52])=[O:53]>>[C:1]([CH3:2])([CH3:3])([CH3:4])[O:5][C:6](=[O:7])[N:8]1[CH2:9][CH2:10][c:11]2[c:12]([cH:26][cH:27][cH:28][cH:29]2)[C:13]([N:15]([CH3:16])[CH3:17])([S:18]([c:19]2[cH:20][cH:21][c:22]([Br:25])[cH:23][cH:24]2)(=[O:30])=[O:31])[CH2:14]1. The reactants are N#Cc1cnc2ccc([N+](=O)[O-])cc2c1Nc1ccc(Br)cc1, CCO, Cl[Sn]Cl. Yields the product N#Cc1cnc2ccc(N)cc2c1Nc1ccc(Br)cc1. Reaction SMILES: [Br:1][c:2]1[cH:3][cH:4][c:5]([NH:8][c:9]2[c:10]([C:22]#[N:23])[cH:11][n:12][c:13]3[cH:14][cH:15][c:16]([N+:19]([O-:20])=[O:21])[cH:17][c:18]23)[cH:6][cH:7]1.[CH3:27][CH2:28][OH:29].[Sn:24]([Cl:25])[Cl:26]>>[Br:1][c:2]1[cH:3][cH:4][c:5]([NH:8][c:9]2[c:10]([C:22]#[N:23])[cH:11][n:12][c:13]3[cH:14][cH:15][c:16]([NH2:19])[cH:17][c:18]23)[cH:6][cH:7]1. The reactants are C1(=CC=CC=C1)C=1C=C(C=CC=O)C=CC1 (3-phenylcinnamaldehyde), C(C)O\C=C/[Sn](CCCC)(CCCC)CCCC ((Z)-1-ethoxy-2-tri-n-butylstannylethylene), C(CCC)[Li] (n-butyllithium), CCCCCC (hexane). The solvent is C1CCOC1 (THF), C1CCOC1 (THF). Conditions: temperature -78 celsius, time 1 hour. The product is C1(=CC=CC=C1)C(=C/C=C/C=O)C1=CC=CC=C1 ((E)-5,5-Diphenyl-2,4-pentadienal). Yield: 56.7%. Reaction SMILES: C([O:3]/C=C\[Sn](CCCC)(CCCC)CCCC)C.C([Li])CCC.[CH3:24][CH2:25][CH2:26][CH2:27][CH2:28][CH3:29].[C:30]1([C:36]2[CH:37]=[C:38]([CH:43]=[CH:44]C=2)C=CC=O)[CH:35]=[CH:34][CH:33]=[CH:32][CH:31]=1>C1COCC1>[C:26]1([C:36]([C:30]2[CH:31]=[CH:32][CH:33]=[CH:34][CH:35]=2)=[CH:37]/[CH:38]=[CH:43]/[CH:44]=[O:3])[CH:25]=[CH:24][CH:29]=[CH:28][CH:27]=1. Reported procedure: To a -78° C. solution of (Z)-1-ethoxy-2-tri-n-butylstannylethylene (17.85 g, 49.3 mmol) in anhydrous THF (250 ml) was added a solution of n-butyllithium in hexane (23.8 ml, 2.5M, 59.5 mmol) dropwise via syringe. The resulting solution was stirred at -78° C. for 1 hour, then a solution of 3-phenylcinnamaldehyde (7.0 g, 33.6 mmol) in anhydrous THF (100 ml) was added via syringe. The resulting bright purple solution was stirred at -78° C. for 4 hours, then allowed to warm to room temperature. The m...